Dataset: the Open Reaction Database (ORD), a public repository of structured organic reaction records. Task: describe an organic reaction: reactants, conditions, products, and yield Reactants: C1(=CC=CC=C1)C1=NC2=C(NC(C1)=S)C=CC=C2 (2,3-dihydro-4-phenyl-1H-1,5-benzodiazepine-2-thione), CI (methyl iodide), [H-].[Na+] (sodium hydride), resultant mixture. The solvent is C1=CC=CC=C1 (benzene). Yields the product CSC=1CC(=NC2=C(N1)C=CC=C2)C2=CC=CC=C2 (2-methylthio-4-phenyl-3H-1,5-benzodiazepine). RXN SMILES: [C:1]1([C:7]2[CH2:13][C:12](=[S:14])[NH:11][C:10]3[CH:15]=[CH:16][CH:17]=[CH:18][C:9]=3[N:8]=2)[CH:6]=[CH:5][CH:4]=[CH:3][CH:2]=1.[H-].[Na+].[CH3:21]I>C1C=CC=CC=1>[CH3:21][S:14][C:12]1[CH2:13][C:7]([C:1]2[CH:2]=[CH:3][CH:4]=[CH:5][CH:6]=2)=[N:8][C:9]2[CH:18]=[CH:17][CH:16]=[CH:15][C:10]=2[N:11]=1 |f:1.2|. Reported procedure: 12.6 parts of 2,3-dihydro-4-phenyl-1H-1,5-benzodiazepine-2-thione is suspended in 1000 parts by volume of dry benzene. To this suspension is added 3 parts of 57% sodium hydride and the resultant mixture is stirred for about 2 hours at reflux temperature. 10 Parts of methyl iodide is then added to the reaction mixture and stirring is continued at reflux temperature overnight. The reaction mixture is then cooled to room temperature, filtered and the filtrate concentrated under reduced pressure to ... Starting materials: COC(=O)C1CC(C1)OC1=NC=C(C=C1C1CCOCC1)F (3-[5-fluoro-3-(tetrahydro-pyran-4-yl)-pyridin-2-yloxy]-cyclobutanecarboxylic acid methyl ester), [OH-].[Li+] (lithium hydroxide), Cl (HCl), [Li+].[OH-] (LiOH). The solvent is CO (MeOH), O (water). Reaction conditions: temperature 50 celsius, time 1 hour. The product is FC=1C=C(C(=NC1)OC1CC(C1)C(=O)O)C1CCOCC1 (3-[5-FLUORO-3-(TETRAHYDRO-PYRAN-4-YL)-PYRIDIN-2-YLOXY]-CYCLOBUTANECARBOXYLIC ACID). The yield is 49.1%. As a reaction SMILES: C[O:2][C:3]([CH:5]1[CH2:8][CH:7]([O:9][C:10]2[C:15]([CH:16]3[CH2:21][CH2:20][O:19][CH2:18][CH2:17]3)=[CH:14][C:13]([F:22])=[CH:12][N:11]=2)[CH2:6]1)=[O:4].[OH-].[Li+].Cl>CO.O>[F:22][C:13]1[CH:14]=[C:15]([CH:16]2[CH2:21][CH2:20][O:19][CH2:18][CH2:17]2)[C:10]([O:9][CH:7]2[CH2:8][CH:5]([C:3]([OH:4])=[O:2])[CH2:6]2)=[N:11][CH:12]=1 |f:1.2|. Procedure: To a solution of 3-[5-fluoro-3-(tetrahydro-pyran-4-yl)-pyridin-2-yloxy]-cyclobutanecarboxylic acid methyl ester (3.2 g) in MeOH (60 mL) and water (15 mL) at RT was added lithium hydroxide (1.0 g, 41.6 mmol). The reaction mixture was heated to 50° C. for 2 h and then additional LiOH (400 mg) was added. Stirring was continued at 50° C. for 1 h. The reaction was neutralized with 5 M HCl and concentrated. The concentrated solution was extracted with EtOAc (50 mL) and the organic layer was washed wit... Reactants: NC=1C2=C(N=CN1)C1=C(S2)N=C(C=C1C(F)(F)F)N1CCC(CC1)NC=O (N-[1-(4-amino-9-trifluoromethyl-pyrido[3′,2′:4,5]thieno[3,2-d]pyrimidin-7-yl)-piperidin-4-yl]-formamide). Solvent: Cl (HCl), O (water), C([O-])([O-])=O.[Na+].[Na+] (sodium carbonate). Run at temperature 80 celsius. The product is NC1CCN(CC1)C=1C=C(C2=C(SC3=C2N=CN=C3N)N1)C(F)(F)F (7-(4-amino-piperidin-1-yl)-9-trifluoromethyl -pyrido[3′,2′:4,5]thieno[3,2-d]pyrimidin-4-ylamine), product. Yield: 69.0%. As a reaction SMILES: [NH2:1][C:2]1[C:3]2[S:10][C:9]3[N:11]=[C:12]([N:19]4[CH2:24][CH2:23][CH:22]([NH:25]C=O)[CH2:21][CH2:20]4)[CH:13]=[C:14]([C:15]([F:18])([F:17])[F:16])[C:8]=3[C:4]=2[N:5]=[CH:6][N:7]=1>Cl.O.C(=O)([O-])[O-].[Na+].[Na+]>[NH2:25][CH:22]1[CH2:23][CH2:24][N:19]([C:12]2[CH:13]=[C:14]([C:15]([F:16])([F:18])[F:17])[C:8]3[C:4]4[N:5]=[CH:6][N:7]=[C:2]([NH2:1])[C:3]=4[S:10][C:9]=3[N:11]=2)[CH2:20][CH2:21]1 |f:3.4.5|. Procedure: The above yellow formamide (268 mg, 0.676 mmol) was dissolved in 3 mL of 6% HCl. This solution was heated at 80° C. for 40 min. The reaction mixture was diluted with water and neutralized with sodium carbonate to pH 10. The resulting solid was collected by filtration and recrystallized from MeOH to give the title compound as a white crystalline product (171 mg, 69%). Starting materials: O (water), C(C1=CC=CC=C1)(=O)NC(C(=O)OC)=CN(C)C (methyl 2-benzoylamino-3-dimethylaminoacrylate), NC=1SC=CN1 (2-aminothiazole), Cl (hydrochloric acid). Run in C(C)(C)O (isopropanol). Run at time 60 minute. The product is C(C1=CC=CC=C1)(=O)NC(C(=O)OC)=CNC=1SC=CN1 (methyl 2-benzoylamino-3-(thiazol-2-ylamino)acrylate). As a reaction SMILES: [C:1]([NH:9][C:10](=[CH:15][N:16]([CH3:18])C)[C:11]([O:13][CH3:14])=[O:12])(=[O:8])[C:2]1[CH:7]=[CH:6][CH:5]=[CH:4][CH:3]=1.NC1[S:21][CH:22]=[CH:23][N:24]=1.Cl.O>C(O)(C)C>[C:1]([NH:9][C:10](=[CH:15][NH:16][C:18]1[S:21][CH:22]=[CH:23][N:24]=1)[C:11]([O:13][CH3:14])=[O:12])(=[O:8])[C:2]1[CH:3]=[CH:4][CH:5]=[CH:6][CH:7]=1. Reported procedure: 10 g (39.5 mmol) of methyl 2-benzoylamino-3-dimethylaminoacrylate and 11.3 g (118 mmol) of 2-aminothiazole were dissolved at 40° C. in 200 ml of isopropanol. The solution was admixed with 3.96 ml (48 mmol) of concentrated hydrochloric acid within 5 minutes (min) and stirred for a further 60 min. 75 ml of deionized water were added, the suspension was cooled overnight and the crystallized product was filtered off. Starting materials: CCOC(=O)N1CCN(C(=O)c2cccc(C(c3cccc(O)c3)N3CC(C)NCC3C)c2)CC1, O=Cc1ccccc1. As a reaction SMILES: [CH2:1]([CH3:2])[O:3][C:4](=[O:5])[N:6]1[CH2:7][CH2:8][N:9]([C:12]([c:13]2[cH:14][c:15]([CH:19]([c:20]3[cH:21][c:22]([OH:26])[cH:23][cH:24][cH:25]3)[N:27]3[CH:28]([CH3:34])[CH2:29][NH:30][CH:31]([CH3:33])[CH2:32]3)[cH:16][cH:17][cH:18]2)=[O:35])[CH2:10][CH2:11]1.[CH:36](=[O:37])[c:38]1[cH:39][cH:40][cH:41][cH:42][cH:43]1>>[CH2:1]([CH3:2])[O:3][C:4](=[O:5])[N:6]1[CH2:7][CH2:8][N:9]([C:12]([c:13]2[cH:14][c:15]([CH:19]([c:20]3[cH:21][c:22]([OH:26])[cH:23][cH:24][cH:25]3)[N:27]3[CH:28]([CH3:34])[CH2:29][N:30]([CH2:36][c:38]4[cH:39][cH:40][cH:41][cH:42][cH:43]4)[CH:31]([CH3:33])[CH2:32]3)[cH:16][cH:17][cH:18]2)=[O:35])[CH2:10][CH2:11]1. Product: CCOC(=O)N1CCN(C(=O)c2cccc(C(c3cccc(O)c3)N3CC(C)N(Cc4ccccc4)CC3C)c2)CC1. Reactants: Br, O=C[O-], O=CO, [Na+], Oc1cc2c(cc1O)CNC2. The product is Br, CN1Cc2cc(O)c(O)cc2C1. As a reaction SMILES: [BrH:1].[CH:13]([O-:14])=[O:15].[CH:17]([OH:18])=[O:19].[Na+:16].[OH:2][c:3]1[cH:4][c:5]2[c:9]([cH:10][c:11]1[OH:12])[CH2:8][NH:7][CH2:6]2>>[BrH:1].[OH:2][c:3]1[cH:4][c:5]2[c:9]([cH:10][c:11]1[OH:12])[CH2:8][N:7]([CH3:13])[CH2:6]2. Starting materials: C(CCCC)C1=CC=C(C=C1)C=1C=NC(=NC1)C1=CC=C(C(=O)N)C=C1 (4-[5-(4-n-pentylphenyl)-2-pyrimidyl]-benzoic acid amide), C(CCl)Cl (ethylene chloride), P(=O)(Cl)(Cl)Cl (phosphorus oxychloride). The solvent is CCOCC (ether). Product: C(CCCC)C1=CC=C(C=C1)C=1C=NC(=NC1)C1=CC=C(C=C1)C#N (5-(4-n-pentylphenyl)-2-(4-cyanophenyl)-pyrimidine). As a reaction SMILES: [CH2:1]([C:6]1[CH:11]=[CH:10][C:9]([C:12]2[CH:13]=[N:14][C:15]([C:18]3[CH:26]=[CH:25][C:21]([C:22]([NH2:24])=O)=[CH:20][CH:19]=3)=[N:16][CH:17]=2)=[CH:8][CH:7]=1)[CH2:2][CH2:3][CH2:4][CH3:5].C(Cl)CCl.P(Cl)(Cl)(Cl)=O>CCOCC>[CH2:1]([C:6]1[CH:7]=[CH:8][C:9]([C:12]2[CH:17]=[N:16][C:15]([C:18]3[CH:19]=[CH:20][C:21]([C:22]#[N:24])=[CH:25][CH:26]=3)=[N:14][CH:13]=2)=[CH:10][CH:11]=1)[CH2:2][CH2:3][CH2:4][CH3:5]. Procedure details: 4.2 g. of 4-[5-(4-n-pentylphenyl)-2-pyrimidyl]-benzoic acid amide are reacted under reflux in a mixture of 200 ml. of ethylene chloride and 2.5 ml. of phosphorus oxychloride for 1 hour, with stirring. The reaction mixture is diluted with ether and washed with 2N sodium hydroxide solution and then with water until neutral. After evaporation of the organic phase, which has been dried over sodium sulfate, 5-(4-n-pentylphenyl)-2-(4-cyanophenyl)-pyrimidine is obtained and is filtered on a short silic... The reactants are FC(C1=C(C(=O)N[C@@H]2[C@H](CCC2)NC2=NC=C(N=C2)C(F)(F)F)C=CC=C1)(F)F (2-(Trifluoromethyl)-N-[(1S,2S)-2-{[5-(trifluoromethyl)pyrazin-2-yl]amino}cyclopentyl]benzamide), C1(CC1)C=1C(=NC=CC1)C(=O)O (3-cyclopropylpyridine-2-carboxylic acid), C1(CC1)C=1C(=NC=CC1)C(=O)O (3-cyclopropylpyridine-2-carboxylic acid), Cl.FC(C=1N=CC(=NC1)N[C@@H]1[C@H](CCC1)N)(F)F ((1S,2S)-1-N-[5-(trifluoromethyl)pyrazin-2-yl]cyclopentane-1,2-diamine hydrochloride), Cl.FC(C=1N=CC(=NC1)N[C@@H]1[C@H](CCC1)N)(F)F ((1S,2S)-1-N-[5-(trifluoromethyl)pyrazin-2-yl]cyclopentane-1,2-diamine hydrochloride). The product is C1(CC1)C=1C(=NC=CC1)C(=O)N[C@@H]1[C@H](CCC1)NC1=NC=C(N=C1)C(F)(F)F (3-Cyclopropyl-N-[(1S,2S)-2-{[5-(trifluoromethyl)pyrazin-2-yl]amino}cyclopentyl]pyridine-2-carboxamide). As a reaction SMILES: FC(F)(F)C1C=CC=CC=1[C:5]([NH:7][C@H:8]1[CH2:12][CH2:11][CH2:10][C@@H:9]1[NH:13][C:14]1[CH:19]=[N:18][C:17]([C:20]([F:23])([F:22])[F:21])=[CH:16][N:15]=1)=[O:6].Cl.FC(F)(F)C1N=CC(N[C@H]2CCC[C@@H]2N)=NC=1.[CH:48]1([C:51]2[C:52](C(O)=O)=[N:53][CH:54]=[CH:55][CH:56]=2)[CH2:50][CH2:49]1>>[CH:48]1([C:51]2[C:52]([C:5]([NH:7][C@H:8]3[CH2:12][CH2:11][CH2:10][C@@H:9]3[NH:13][C:14]3[CH:19]=[N:18][C:17]([C:20]([F:23])([F:22])[F:21])=[CH:16][N:15]=3)=[O:6])=[N:53][CH:54]=[CH:55][CH:56]=2)[CH2:50][CH2:49]1 |f:1.2|. Procedure details: Prepared according to the procedure for 2-(trifluoromethyl)-N-[(1S,2S)-2-{[5-(trifluoromethyl)pyrazin-2-yl]amino}cyclopentyl]benzamide (Example 62) from (1S,2S)-1-N-[5-(trifluoromethyl)pyrazin-2-yl]cyclopentane-1,2-diamine hydrochloride (Intermediate 14; 75 mg, 0.30 mmol) and 3-cyclopropylpyridine-2-carboxylic acid (Intermediate 16; 50 mg, 0.31 mmol) to afford the title compound. The reactants are OC1=CC(=CC2=C1C=1CNCCC1C(O2)(C)C)C(CCCCCC)(C)C (10-hydroxy-5,5-dimethyl-8-(1,1-dimethylheptyl)-1,2,3,4-tetrahydro-5H-[1]benzopyrano[4,3-c]pyridine), ClCC(=O)NC(=O)N (chloroacetyl-urea). The product is OC1=CC(=CC2=C1C=1CN(CCC1C(O2)(C)C)CC(=O)NC(=O)N)C(CCCCCC)(C)C ({[10-Hydroxy-5,5-dimethyl-8-(1,1-dimethylheptyl)-1,2,3,4-tetrahydro-5H-[1]benzopyrano[4,3-c]pyridin-2-yl]acetyl}urea). RXN SMILES: [OH:1][C:2]1[C:7]2[C:8]3[CH2:9][NH:10][CH2:11][CH2:12][C:13]=3[C:14]([CH3:17])([CH3:16])[O:15][C:6]=2[CH:5]=[C:4]([C:18]([CH3:26])([CH3:25])[CH2:19][CH2:20][CH2:21][CH2:22][CH2:23][CH3:24])[CH:3]=1.Cl[CH2:28][C:29]([NH:31][C:32]([NH2:34])=[O:33])=[O:30]>>[OH:1][C:2]1[C:7]2[C:8]3[CH2:9][N:10]([CH2:28][C:29]([NH:31][C:32]([NH2:34])=[O:33])=[O:30])[CH2:11][CH2:12][C:13]=3[C:14]([CH3:16])([CH3:17])[O:15][C:6]=2[CH:5]=[C:4]([C:18]([CH3:25])([CH3:26])[CH2:19][CH2:20][CH2:21][CH2:22][CH2:23][CH3:24])[CH:3]=1. Procedure: The above-titled compound was prepared by reacting 10-hydroxy-5,5-dimethyl-8-(1,1-dimethylheptyl)-1,2,3,4-tetrahydro-5H-[1]benzopyrano[4,3-c]pyridine with chloroacetyl-urea according to the method of Example 2. Starting materials: OC1(CCNCC1)C1=CC=CC=C1 (4-hydroxy-4-phenylpiperidine), FC(C(=O)OCC)(F)F (ethyl trifluoroacetate). Product: FC(C(=O)N1CCC(CC1)(C1=CC=CC=C1)O)(F)F (1-trifluoroacetyl-4-hydroxy-4-phenylpiperidine). RXN SMILES: [OH:1][C:2]1([C:8]2[CH:13]=[CH:12][CH:11]=[CH:10][CH:9]=2)[CH2:7][CH2:6][NH:5][CH2:4][CH2:3]1.[F:14][C:15]([F:22])([F:21])[C:16](OCC)=[O:17]>>[F:14][C:15]([F:22])([F:21])[C:16]([N:5]1[CH2:6][CH2:7][C:2]([OH:1])([C:8]2[CH:13]=[CH:12][CH:11]=[CH:10][CH:9]=2)[CH2:3][CH2:4]1)=[O:17]. Reported procedure: The starting material is prepared as follows: The mixture of 25 g of 4-hydroxy-4-phenylpiperidine and 50 ml of ethyl trifluoroacetate is refluxed overnight and evaporated. The residue is taken up in benzene, the solution washed with 1N hydrochloric acid, dried and evaporated. The residue is recrystallized from ethyl acetate-petroleum ether, to yield the 1-trifluoroacetyl-4-hydroxy-4-phenylpiperidine melting at 123°-125°.